Dataset: the Open Reaction Database (ORD), a public repository of structured organic reaction records. Task: describe an organic reaction: reactants, conditions, products, and yield Reactants: COC(N[C@H](C(=O)N1CC2(OCCO2)C[C@H]1C=1NC(=CN1)C1=CC=C(C=C1)C1=CC2=CC=C(C=C2C=C1)C1=CN=C(N1)[C@H]1N(CCC1)C([C@@H](C1=CC=CC=C1)NC(=O)OC)=O)C(C)C)=O ((S)-1-((S)-8-(5-(4-(6-(2-((S)-1-((R)-2-(methoxycarbonylamino)-2-phenylacetyl)pyrrolidin-2-yl)-1H-imidazol-5-yl)naphthalen-2-yl)phenyl)-1H-imidazol-2-yl)-1,4-dioxa-7-azaspiro[4.4]nonan-7-yl)-3-methyl-1-oxobutan-2-ylcarbamic acid methyl ester), Cl.Cl.Cl.FC1(C2=CC(=CC=C2C=2C=CC(=CC12)C1=CN=C(N1)[C@H]1N(CC2(OCCO2)C1)C([C@H](C(C)C)NC(OC)=O)=O)C=1C=CC2=C(NC(=N2)[C@H]2NCCC2)C1)F (methyl (S)-1-((S)-8-(5-(9,9-difluoro-7-(2-((S)-pyrrolidin-2-yl)-1H-benzo[d]imidazol-6-yl)-9H-fluoren-2-yl)-1H-imidazol-2-yl)-1,4-dioxa-7-azaspiro[4.4]nonan-7-yl)-3-methyl-1-oxobutan-2-ylcarbamate 3HCl salt). The product is COC(N[C@@H](C(=O)N1[C@@H](CCC1)C1=NC2=C(N1)C=C(C=C2)C2=CC=1C(C3=CC(=CC=C3C1C=C2)C2=CN=C(N2)[C@H]2N(CC1(OCCO1)C2)C([C@H](C(C)C)NC(=O)OC)=O)(F)F)C2=CC=CC=C2)=O ((R)-2-((S)-2-(6-(9,9-difluoro-7-(2-((S)-7-((S)-2-(methoxycarbonylamino)-3-methylbutanoyl)-1,4-dioxa-7-azaspiro[4.4]nonan-8-yl)-1H-imidazol-5-yl)-9H-fluoren-2-yl)-1H-benzo[d]imidazol-2-yl)pyrrolidin-1-yl)-2-oxo-1-phenylethylcarbamic acid methyl ester). As a reaction SMILES: COC(=O)N[C@@H](C(C)C)C(N1[C@H](C2NC(C3C=CC(C4C=CC5C(=CC=C(C6NC([C@@H]7CCCN7[C:48](=[O:61])[C@H:49]([NH:56][C:57]([O:59][CH3:60])=[O:58])[C:50]7[CH:55]=[CH:54][CH:53]=[CH:52][CH:51]=7)=NC=6)C=5)C=4)=CC=3)=CN=2)CC2(OCCO2)C1)=O.Cl.Cl.Cl.[F:69][C:70]1([F:122])[C:82]2[CH:81]=[C:80]([C:83]3[NH:87][C:86]([C@@H:88]4[CH2:96][C:91]5([O:95][CH2:94][CH2:93][O:92]5)[CH2:90][N:89]4[C:97](=[O:107])[C@@H:98]([NH:102][C:103](=[O:106])[O:104][CH3:105])[CH:99]([CH3:101])[CH3:100])=[N:85][CH:84]=3)[CH:79]=[CH:78][C:77]=2[C:76]2[C:71]1=[CH:72][C:73]([C:108]1[CH:109]=[CH:110][C:111]3[N:115]=[C:114]([C@@H:116]4[CH2:120][CH2:119][CH2:118][NH:117]4)[NH:113][C:112]=3[CH:121]=1)=[CH:74][CH:75]=2>>[CH3:60][O:59][C:57](=[O:58])[NH:56][C@H:49]([C:50]1[CH:55]=[CH:54][CH:53]=[CH:52][CH:51]=1)[C:48]([N:117]1[CH2:118][CH2:119][CH2:120][C@H:116]1[C:114]1[NH:113][C:112]2[CH:121]=[C:108]([C:73]3[CH:74]=[CH:75][C:76]4[C:77]5[C:82](=[CH:81][C:80]([C:83]6[NH:87][C:86]([C@@H:88]7[CH2:96][C:91]8([O:95][CH2:94][CH2:93][O:92]8)[CH2:90][N:89]7[C:97](=[O:107])[C@@H:98]([NH:102][C:103]([O:104][CH3:105])=[O:106])[CH:99]([CH3:100])[CH3:101])=[N:85][CH:84]=6)=[CH:79][CH:78]=5)[C:70]([F:69])([F:122])[C:71]=4[CH:72]=3)[CH:109]=[CH:110][C:111]=2[N:115]=1)=[O:61] |f:1.2.3.4|. Procedure: The title compound was prepared according to the method employed to prepare (S)-1-((S)-8-(5-(4-(6-(2-((S)-1-((R)-2-(methoxycarbonylamino)-2-phenylacetyl)pyrrolidin-2-yl)-1H-imidazol-5-yl)naphthalen-2-yl)phenyl)-1H-imidazol-2-yl)-1,4-dioxa-7-azaspiro[4.4]nonan-7-yl)-3-methyl-1-oxobutan-2-ylcarbamic acid methyl ester, except that methyl (S)-1-((S)-8-(5-(9,9-difluoro-7-(2-((S)-pyrrolidin-2-yl)-1H-benzo[d]imidazol-6-yl)-9H-fluoren-2-yl)-1H-imidazol-2-yl)-1,4-dioxa-7-azaspiro[4.4]nonan-7-yl)-3-methyl... Starting materials: O=C([O-])[O-], CCCC[N+](CCCC)(CCCC)CCCC, CC#N, OCCCCCCCl, [I-], [K+], [K+], COc1cc(C=O)ccc1O. Product: COc1cc(C=O)ccc1OCCCCCCO. Reaction SMILES: [C:12](=[O:13])([O-:14])[O-:15].[CH2:27]([N+:28]([CH2:29][CH2:30][CH2:31][CH3:32])([CH2:33][CH2:34][CH2:35][CH3:36])[CH2:37][CH2:38][CH2:39][CH3:40])[CH2:41][CH2:42][CH3:43].[CH3:44][C:45]#[N:46].[Cl:18][CH2:19][CH2:20][CH2:21][CH2:22][CH2:23][CH2:24][OH:25].[I-:26].[K+:16].[K+:17].[O:1]=[CH:2][c:3]1[cH:4][c:5]([O:6][CH3:7])[c:8]([OH:9])[cH:10][cH:11]1>>[O:1]=[CH:2][c:3]1[cH:4][c:5]([O:6][CH3:7])[c:8]([O:9][CH2:19][CH2:20][CH2:21][CH2:22][CH2:23][CH2:24][OH:25])[cH:10][cH:11]1. Product: ClC1=CC=C(C=C1)C(=CCOC1=CC=C(OCC(=O)O)C=C1)C1=CC=C(C=C1)Cl ({4-[3,3-Bis-(4-chloro-phenyl)-allyloxy]-phenoxy}-acetic acid). RXN SMILES: C([O:3][C:4](=[O:31])[CH2:5][O:6][C:7]1[CH:12]=[CH:11][C:10]([O:13][CH2:14][CH:15]=[C:16]([C:24]2[CH:29]=[CH:28][C:27]([Cl:30])=[CH:26][CH:25]=2)[C:17]2[CH:22]=[CH:21][C:20]([Cl:23])=[CH:19][CH:18]=2)=[CH:9][CH:8]=1)C>[OH-].[Na+].C(O)C>[Cl:23][C:20]1[CH:19]=[CH:18][C:17]([C:16]([C:24]2[CH:25]=[CH:26][C:27]([Cl:30])=[CH:28][CH:29]=2)=[CH:15][CH2:14][O:13][C:10]2[CH:11]=[CH:12][C:7]([O:6][CH2:5][C:4]([OH:31])=[O:3])=[CH:8][CH:9]=2)=[CH:22][CH:21]=1 |f:1.2|. Reported procedure: A solution of {4-[3,3-bis-(4-chloro-phenyl)-allyloxy]-phenoxy}-acetic acid ethyl ester (140 mg, 0.3 mmol) in 1N NaOH (1 ml) and ethanol (10 ml) was stirred at room temperature for 18 hours. The reaxtion mixture was evaporated and the residue dissolved in water (5 ml) and 1 N HCl (1.2 ml). The aquous phase was extracted with ethyl acetate (3×15 ml), dried (MgSO4) and evaporated to give the title compound in 130 mg (99%) yield. Reactants: C(C)OC(COC1=CC=C(C=C1)OCC=C(C1=CC=C(C=C1)Cl)C1=CC=C(C=C1)Cl)=O ({4-[3,3-bis-(4-chloro-phenyl)-allyloxy]-phenoxy}-acetic acid ethyl ester). The solvent is [OH-].[Na+] (NaOH), C(C)O (ethanol).